From a dataset of the Open Reaction Database (ORD), a public repository of structured organic reaction records. describe an organic reaction: reactants, conditions, products, and yield The reactants are C1CCNC1, CC(=O)N=c1sc(CCl)cn1-c1ccc2c(c1)OC(F)(F)O2. The product is CC(=O)N=c1sc(CN2CCCC2)cn1-c1ccc2c(c1)OC(F)(F)O2. As a reaction SMILES: [CH2:23]1[CH2:24][CH2:25][NH:26][CH2:27]1.[Cl:1][CH2:2][c:3]1[cH:4][n:5](-[c:12]2[cH:13][c:14]3[c:15]([cH:21][cH:22]2)[O:16][C:17]([F:19])([F:20])[O:18]3)[c:6](=[N:8][C:9]([CH3:10])=[O:11])[s:7]1>>[CH2:2]([c:3]1[cH:4][n:5](-[c:12]2[cH:13][c:14]3[c:15]([cH:21][cH:22]2)[O:16][C:17]([F:19])([F:20])[O:18]3)[c:6](=[N:8][C:9]([CH3:10])=[O:11])[s:7]1)[N:26]1[CH2:25][CH2:24][CH2:23][CH2:27]1. Starting materials: C1CO1 (ethylene oxide), polyethylene glycol, polymer, [OH-].[K+] (potassium hydroxide), NCCNCCN (diethylenetriamine), COC (monomethylether), C(CCCCC(=O)O)(=O)O (adipic acid). Run at temperature 90 celsius. Product: NCCNCCN.C(CCCCC(=O)O)(=O)O (Diethylenetriamine Adipic Acid). Reaction SMILES: [OH-].[K+].COC.[NH2:6][CH2:7][CH2:8][NH:9][CH2:10][CH2:11][NH2:12].[C:13]([OH:22])(=[O:21])[CH2:14][CH2:15][CH2:16][CH2:17][C:18]([OH:20])=[O:19].C1OC1>>[NH2:6][CH2:7][CH2:8][NH:9][CH2:10][CH2:11][NH2:12].[C:13]([OH:22])(=[O:21])[CH2:14][CH2:15][CH2:16][CH2:17][C:18]([OH:20])=[O:19] |f:0.1,6.7|. Procedure: The obtained polymer (179.2 g) is introduced into an autoclave and 9.29 g potassium hydroxide (50% solution in water) and 27.5 g Pluriol A 1000 E of BASF AG, Ludwigshafen (Germany), which is the monomethylether of polyethylene glycol with an average molecular weight of 1000 g/mol. The resulting mixture is flushed with nitrogen and subjected to vacuum increasing the temperature to 90° C. at 20 mbar for 2 hours to remove the water. 792 g ethylene oxide are added at 90° C. The mixture is allowed to... Reactants: Nc1nc(Cl)c(Cl)nc1C(=O)O, O=[N+]([O-])O, O=S(=O)(O)O. Yields the product Nc1nc(Cl)c(Cl)nc1[N+](=O)[O-]. Reaction SMILES: [NH2:6][c:7]1[c:8]([C:15]([OH:16])=[O:17])[n:9][c:10]([Cl:14])[c:11]([Cl:13])[n:12]1.[OH:18][N+:19]([O-:20])=[O:21].[S:1](=[O:2])(=[O:3])([OH:4])[OH:5]>>[NH2:6][c:7]1[c:8]([N+:19](=[O:18])[O-:20])[n:9][c:10]([Cl:14])[c:11]([Cl:13])[n:12]1. Reactants: C([O-])([O-])=O.[K+].[K+] (potassium carbonate), [N+](=O)([O-])C1=CC=C(C(=O)Cl)C=C1 (p-nitrobenzoyl chloride), C(Cl)(Cl)Cl (chloroform), C(Cl)(Cl)Cl (chloroform), C1(=CC=CC=C1)N1CC(CC1)N (1-phenyl-3-aminopyrrolidine), orange solid. The solvent is O (water). Reaction conditions: time 30 minute. Product: C1(=CC=CC=C1)N1CC(CC1)NC(C1=CC=C(C=C1)[N+](=O)[O-])=O (N-(1-Phenyl-3-pyrrolidinyl)-4-nitrobenzamide). RXN SMILES: [N+:1]([C:4]1[CH:12]=[CH:11][C:7]([C:8](Cl)=[O:9])=[CH:6][CH:5]=1)([O-:3])=[O:2].C(Cl)(Cl)Cl.[C:17]1([N:23]2[CH2:27][CH2:26][CH:25]([NH2:28])[CH2:24]2)[CH:22]=[CH:21][CH:20]=[CH:19][CH:18]=1.C(=O)([O-])[O-].[K+].[K+]>O>[C:17]1([N:23]2[CH2:27][CH2:26][CH:25]([NH:28][C:8](=[O:9])[C:7]3[CH:11]=[CH:12][C:4]([N+:1]([O-:3])=[O:2])=[CH:5][CH:6]=3)[CH2:24]2)[CH:22]=[CH:21][CH:20]=[CH:19][CH:18]=1 |f:3.4.5|. Reported procedure: A solution of 6.9 g. (0.037 mole) of p-nitrobenzoyl chloride in 30 ml. of chloroform was added dropwise at room temperature to a stirred mixture of 6 g. (0.037 mole) of 1-phenyl-3-aminopyrrolidine in 30 ml. of chloroform and 10 g. of potassium carbonate in 30 ml. of water. After addition, the mixture was stirred an additional 30 minutes. The chloroform layer was separated, dried over magnesium sulfate and evaporated to a solid. Recrystallization of the crude product from ethanol-water solution g... Reactants: C[C@@H](CCC(C)=O)CC ((5R)-5-methylheptan-2-one), CC(C)(C)[S@](=O)N ((S)-2-methylpropane-2-sulfinamide). Reagents/catalysts: [O-]CC.[O-]CC.[O-]CC.[O-]CC.[Ti+4] (titanium tetraethoxide). Run in C(C)(=O)OCC (ethyl acetate), O1CCCC1 (tetrahydrofuran), O1CCCC1 (tetrahydrofuran), [Cl-].[Na+].O (brine). Conditions: temperature 50 celsius, time 20 hour. Product: C/C(/CC[C@@H](CC)C)=N\[S@@](=O)C(C)(C)C (N-[(1E,4R)-1,4-dimethylhexylidene]-(S)-2-methylpropane-2-sulfinamide). As a reaction SMILES: [CH3:1][C@H:2]([CH2:8][CH3:9])[CH2:3][CH2:4][C:5](=O)[CH3:6].[CH3:10][C:11]([S@@:14]([NH2:16])=[O:15])([CH3:13])[CH3:12]>O1CCCC1.C(OCC)(=O)C.[Cl-].[Na+].O.[O-]CC.[O-]CC.[O-]CC.[O-]CC.[Ti+4]>[CH3:6]/[C:5](=[N:16]\[S@:14]([C:11]([CH3:13])([CH3:12])[CH3:10])=[O:15])/[CH2:4][CH2:3][C@H:2]([CH3:1])[CH2:8][CH3:9] |f:4.5.6,7.8.9.10.11|. Procedure details: A solution of (5R)-5-methylheptan-2-one (3 g, 23.4 mmol) in tetrahydrofuran (10 ml) was added to a solution of (S)-2-methylpropane-2-sulfinamide and titanium tetraethoxide (9.8 ml, 46.8 mmol) in tetrahydrofuran. The solution was stirred at 50° C. for 20 hours. The reaction mixture was allowed to cool to room temperature, diluted with ethyl acetate (50 ml) and then poured into brine (100 ml). Starting materials: C(C)(C)(C)OC(=O)N1CCC(CC1)=O (4-Oxo-piperidine-1-carboxylic acid tert-butyl ester), C(C)(C)(C)OC(=O)N1CCC(CC1)=O (4-Oxo-piperidine-1-carboxylic acid tert-butyl ester), C([O-])([O-])=O.[K+].[K+] (potassium carbonate), C(C)OP(OCC)(=O)CC#N (cyanomethyl phosphonic acid diethylester). The solvent is C1CCOC1 (THF). Yields the product C(C)(C)(C)OC(=O)N1CCC(CC1)=CC#N (4-Cyanomethylene-piperidine-1-carboxylic acid tert-butyl ester). Reaction SMILES: [C:1]([O:5][C:6]([N:8]1[CH2:13][CH2:12][C:11](=O)[CH2:10][CH2:9]1)=[O:7])([CH3:4])([CH3:3])[CH3:2].C(=O)([O-])[O-].[K+].[K+].C(OP([CH2:29][C:30]#[N:31])(=O)OCC)C>C1COCC1>[C:1]([O:5][C:6]([N:8]1[CH2:13][CH2:12][C:11](=[CH:29][C:30]#[N:31])[CH2:10][CH2:9]1)=[O:7])([CH3:4])([CH3:3])[CH3:2] |f:1.2.3|. Procedure: A mixture of 4-oxo-piperidine-1-carboxylic acid tert-butyl ester (compound of Example 13; 13.5 g, 67 mmol), anhydrous potassium carbonate (11.22 g, 81 mmol) and cyanomethyl phosphonic acid diethylester (15.6 g, 88 mmol) in THF (70 mL) was heated at reflux for 12 h. THF was evaporated and the residue was dissolved in chloroform (2×50 mL). The resulting solution was washed with water (2×50 mL) and brine (50 mL). The organic phase obtained was dried over anhydrous sodium sulphate and concentrated t... The reactants are NC1C(NC2=C(C(=N1)C1=CC=CC=C1)C=CC=C2)=O (1,3-dihydro-3-(RS)-amino-5-phenyl-2H-1,4-benzodiazepin-2-one), C(#N)C1=CC=C(C(=O)Cl)C=C1 (4-cyanobenzoylchloride). Yields the product C(#N)C1=CC=C(C(=O)NC2C(NC3=C(C(=N2)C2=CC=CC=C2)C=CC=C3)=O)C=C1 (4-Cyano-N-(2,3-dihydro-2-oxo-5-phenyl-1H-1,4-benzodiazepin-3-yl)-benzamide). Reaction SMILES: [NH2:1][CH:2]1[N:8]=[C:7]([C:9]2[CH:14]=[CH:13][CH:12]=[CH:11][CH:10]=2)[C:6]2[CH:15]=[CH:16][CH:17]=[CH:18][C:5]=2[NH:4][C:3]1=[O:19].[C:20]([C:22]1[CH:30]=[CH:29][C:25]([C:26](Cl)=[O:27])=[CH:24][CH:23]=1)#[N:21]>>[C:20]([C:22]1[CH:30]=[CH:29][C:25]([C:26]([NH:1][CH:2]2[N:8]=[C:7]([C:9]3[CH:14]=[CH:13][CH:12]=[CH:11][CH:10]=3)[C:6]3[CH:15]=[CH:16][CH:17]=[CH:18][C:5]=3[NH:4][C:3]2=[O:19])=[O:27])=[CH:24][CH:23]=1)#[N:21]. Procedure details: The procedure of Example 134 was carried out employing equivalent amounts of 1,3-dihydro-3-(RS)-amino-5-phenyl-2H-1,4-benzodiazepin-2-one and 4-cyanobenzoylchloride. The product was purified by chromatography on silica gel (5% (v/v) Et2O in CH2Cl2 elution). The combined product fractions were evaporated to dryness in vacuo and crystallized to give the title compound which was dried at 65° C.